Dataset: the Open Reaction Database (ORD), a public repository of structured organic reaction records. Task: describe an organic reaction: reactants, conditions, products, and yield Procedure details: Experimental details for Example 8. Synthesis of synthetic precursor SP3 (see Scheme 8, FIG. 23b). 4-bromomethyl-3-nitrobenzoic acid 19a (2 g, 7.69 mmol) was dissolved in tetrahydrofuran (40 mL) and the solution added with trityl mercaptan (2.34 g, 8.46 mmol) and diisopropyl ethylamine (2.8 mL, 16.14 mmol) at room temperature. The reaction mixture was stirred for 36 hours and then was quenched with a saturated solution of ammonium chloride (4 mL) followed by extraction with ethyl acetate. The or... Yields the product [N+](=O)([O-])C=1C=C(C(=O)O)C=CC1CSC(C1=CC=CC=C1)(C1=CC=CC=C1)C1=CC=CC=C1 (3-nitro-4-((tritylthio)methyl)benzoic acid). Run in O1CCCC1 (tetrahydrofuran). Isolated yield 71.4%. RXN SMILES: Br[CH2:2][C:3]1[CH:11]=[CH:10][C:6]([C:7]([OH:9])=[O:8])=[CH:5][C:4]=1[N+:12]([O-:14])=[O:13].[C:15]([SH:34])([C:28]1[CH:33]=[CH:32][CH:31]=[CH:30][CH:29]=1)([C:22]1[CH:27]=[CH:26][CH:25]=[CH:24][CH:23]=1)[C:16]1[CH:21]=[CH:20][CH:19]=[CH:18][CH:17]=1.C(N(C(C)C)CC)(C)C>O1CCCC1>[N+:12]([C:4]1[CH:5]=[C:6]([CH:10]=[CH:11][C:3]=1[CH2:2][S:34][C:15]([C:16]1[CH:21]=[CH:20][CH:19]=[CH:18][CH:17]=1)([C:28]1[CH:29]=[CH:30][CH:31]=[CH:32][CH:33]=1)[C:22]1[CH:23]=[CH:24][CH:25]=[CH:26][CH:27]=1)[C:7]([OH:9])=[O:8])([O-:14])=[O:13]. Reactants: C(C1=CC=CC=C1)(C1=CC=CC=C1)(C1=CC=CC=C1)S (trityl mercaptan), C(C)(C)N(CC)C(C)C (diisopropyl ethylamine), BrCC1=C(C=C(C(=O)O)C=C1)[N+](=O)[O-] (4-bromomethyl-3-nitrobenzoic acid). Reaction conditions: time 36 hour. Reactants: CC(C)(C)[Si](C)(C)OCCBr, CN(C)C=O, [H-], [Na+], O, CC(C)(C)OC(=O)N1CCC(O)CC1. Product: CC(C)(C)OC(=O)N1CCC(OCCO[Si](C)(C)C(C)(C)C)CC1. Reaction SMILES: [Br:17][CH2:18][CH2:19][O:20][Si:21]([CH3:22])([CH3:23])[C:24]([CH3:25])([CH3:26])[CH3:27].[CH3:29][N:30]([CH3:31])[CH:32]=[O:33].[H-:15].[Na+:16].[OH2:28].[OH:1][CH:2]1[CH2:3][CH2:4][N:5]([C:8](=[O:9])[O:10][C:11]([CH3:12])([CH3:13])[CH3:14])[CH2:6][CH2:7]1>>[O:1]([CH:2]1[CH2:3][CH2:4][N:5]([C:8](=[O:9])[O:10][C:11]([CH3:12])([CH3:13])[CH3:14])[CH2:6][CH2:7]1)[CH2:18][CH2:19][O:20][Si:21]([CH3:22])([CH3:23])[C:24]([CH3:25])([CH3:26])[CH3:27].